This data is from the Open Reaction Database (ORD), a public repository of structured organic reaction records. The task is: describe an organic reaction: reactants, conditions, products, and yield Starting materials: CC(C)(C)O, CC=C(C)C, CC1=C2OC(C)(C=O)CC2C(C)C([N+](=O)[O-])=C1C, [O-][Cl+][O-], [H][H], [Na+], [Na], O. Yields the product CC1=C2OC(C)(C(=O)O)CC2C(C)C([N+](=O)[O-])=C1C. RXN SMILES: [C:31]([OH:32])([CH3:33])([CH3:34])[CH3:35].[CH3:19][C:20](=[CH:21][CH3:22])[CH3:23].[CH3:1][C:2]1([CH:17]=[O:18])[O:3][C:4]2=[C:10]([CH3:11])[C:9]([CH3:12])=[C:8]([N+:13](=[O:14])[O-:15])[CH:7]([CH3:16])[CH:5]2[CH2:6]1.[Cl+:24]([O-:25])[O-:26].[H:29][H:30].[Na+:27].[Na:28].[OH2:36]>>[CH3:1][C:2]1([C:17](=[O:18])[OH:25])[O:3][C:4]2=[C:10]([CH3:11])[C:9]([CH3:12])=[C:8]([N+:13](=[O:14])[O-:15])[CH:7]([CH3:16])[CH:5]2[CH2:6]1. Reaction SMILES: [F:1][C:2]1[CH:3]=[CH:4][C:5]2[O:9][C:8]3[CH2:10][CH2:11][CH:12]([CH:14]=O)[CH2:13][C:7]=3[C:6]=2[CH:16]=1.[CH3:17][C:18]1[CH:27]=[CH:26][C:25]2[C:20](=[CH:21][CH:22]=[C:23]3[O:31][CH2:30][C@H:29]([CH2:32][NH2:33])[O:28][C:24]3=2)[N:19]=1.[BH3-]C#N.[Na+].CC(O)=O>CO>[F:1][C:2]1[CH:3]=[CH:4][C:5]2[O:9][C:8]3[CH2:10][CH2:11][CH:12]([CH2:14][NH:33][CH2:32][C@@H:29]4[O:28][C:24]5=[C:25]6[C:20](=[CH:21][CH:22]=[C:23]5[O:31][CH2:30]4)[N:19]=[C:18]([CH3:17])[CH:27]=[CH:26]6)[CH2:13][C:7]=3[C:6]=2[CH:16]=1 |f:2.3|. Reactants: CC(=O)O (AcOH), FC=1C=CC2=C(C3=C(O2)CCC(C3)C=O)C1 (8-fluoro-1,2,3,4-tetrahydrodibenzo[b,d]furan-2-carbaldehyde), CC1=NC2=CC=C3C(=C2C=C1)O[C@H](CO3)CN ([(2S)-8-methyl-2,3-dihydro[1,4]dioxino[2,3-f]quinolin-2-yl]methylamine), [BH3-]C#N.[Na+] (NaBH3CN). Run at time 3 hour. The solvent is CO (MeOH). Yields the product FC=1C=CC2=C(C3=C(O2)CCC(C3)CNC[C@H]3COC=2C(=C4C=CC(=NC4=CC2)C)O3)C1 (1-(8-fluoro-1,2,3,4-tetrahydrodibenzo[b,d]furan-2-yl)-N-{[(2S)-8-methyl-2,3-dihydro[1,4]dioxino[2,3-f]quinolin-2-yl]methyl}methanamine). Procedure: 8-fluoro-1,2,3,4-tetrahydrodibenzo[b,d]furan-2-carbaldehyde (0.040 g, 0.18 mmol), [(2S)-8-methyl-2,3-dihydro[1,4]dioxino[2,3-f]quinolin-2-yl]methylamine (0.042 g, 0.18 mmol), and NaBH3CN (0.023 g, 0.38 mmol) were stirred together in MeOH (1.2 mL) under a N2 atmosphere. To this mixture was added AcOH (0.023 mL) and reaction was allowed to stir for 3 h. The reaction mixture was concentrated and the resulting oil was purified by flash chromatography on silica gel to afford title compound as a mixtu... Starting materials: O=C(NCCCC=1C=CC=CC1Cl)C(F)(F)F. Reagents/catalysts: O=S(=O)([O-])CC=1C=NC(=CC1)C2=NC=C(C=C2)C.CCCC[N+](CCCC)(CCCC)CCCC, O1B(OC(C)(C)C1(C)C)B2OC(C)(C)C(O2)(C)C, C[OH2+].C[OH2+].C1CC=CCCC=C1.C1CC=CCCC=C1.[Ir].[Ir]. Run in O1CCCC1. Conditions: temperature 50 celsius, time 20 hour. Product: O=C(NCCCC1=CC(=CC=C1Cl)B2OC(C)(C)C(O2)(C)C)C(F)(F)F, O=C(NCCCC1=CC=C(C=C1Cl)B2OC(C)(C)C(O2)(C)C)C(F)(F)F. Yield: 10.0%. Reported procedure: Following general procedure F using N‐(3‐(2‐chlorophenyl)propyl)‐2,2,2‐trifluoroacetamide (66.4 mg, 0.25 mmol), B2pin2 (127 mg, 0.50 mmol), [Ir(COD)OMe]2 (2.5 mg, 0.00375 mmol) and 1a (3.8 mg, 0.0075 mmol) in THF (1.25 mL). The reaction was stirred at 50 °C for 20 hours before cooling and the solvents removed. Analysis of crude 1 H NMR using internal standard 1,2‐dimethoxyethane showed 10:78:10 dimeta:meta:para borylation in 98% yield. The crude product was purified by silica gel chromatography ... Reactants: ClC1=CC=2C3=C(N(C2C=C1)CC(C(F)(F)F)(O)C1=CC=C(C=C1)F)CCN(C3)C (3-(8-Chloro-1,2,3,4-tetrahydro-2-methylpyrido[4,3-b]indol-5-yl)-1,1,1-trifluoro-2-(4-fluorophenyl)propan-2-ol), S(O)(O)(=O)=O (sulfuric acid), [OH-].[K+] (KOH). Reaction conditions: temperature 5 celsius. Yields the product ClC1=CC=2C3=C(N(C2C=C1)\C=C(/C(F)(F)F)\C1=CC=C(C=C1)F)CCN(C3)C (8-chloro-5-((Z)-3,3,3-trifluoro-2-(4-fluorophenyl)prop-1-enyl)-2,3,4,5-tetrahydro-2-methyl-1H-pyrido[4,3-b]indole). As a reaction SMILES: [Cl:1][C:2]1[CH:10]=[CH:9][C:8]2[N:7]([CH2:11][C:12]([C:18]3[CH:23]=[CH:22][C:21]([F:24])=[CH:20][CH:19]=3)(O)[C:13]([F:16])([F:15])[F:14])[C:6]3[CH2:25][CH2:26][N:27]([CH3:29])[CH2:28][C:5]=3[C:4]=2[CH:3]=1.S(=O)(=O)(O)O.[OH-].[K+]>>[Cl:1][C:2]1[CH:10]=[CH:9][C:8]2[N:7](/[CH:11]=[C:12](/[C:18]3[CH:23]=[CH:22][C:21]([F:24])=[CH:20][CH:19]=3)\[C:13]([F:16])([F:15])[F:14])[C:6]3[CH2:25][CH2:26][N:27]([CH3:29])[CH2:28][C:5]=3[C:4]=2[CH:3]=1 |f:2.3|. Reported procedure: 3-(8-Chloro-1,2,3,4-tetrahydro-2-methylpyrido[4,3-b]indol-5-yl)-1,1,1-trifluoro-2-(4-fluorophenyl)propan-2-ol (1 equiv.) is refluxed with 25% sulfuric acid for 2 h. The reaction mixture is cooled to 5° C. with an ice-water bath. KOH (15% aq. solution) is added dropwise to the reaction mixture until pH 9-10 is achieved. The reaction mixture is extracted with EtOAc. The combined organic layers are washed with water followed by brine, dried over sodium sulfate and evaporated under vacuum. The crude...